From a dataset of the Open Reaction Database (ORD), a public repository of structured organic reaction records. describe an organic reaction: reactants, conditions, products, and yield The reactants are BrC(C(=O)NC1=C(C(=O)C2=CC=CC=C2)C=C(C=C1)Cl)F (2-(α-bromo-α-fluoro-acetamido)-5-chlorobenzophenone), N (NH3), NC1=C(C(=O)C2=CC=CC=C2)C=C(C=C1)Cl (2-amino-5-chlorobenzophenone), BrC(C(=O)Br)F (α-bromo-α-fluoroacetyl bromide). Run in CCOCC (ether). Reaction conditions: time 18 hour. The product is FC1C(NC2=C(C(=N1)C1=CC=CC=C1)C=C(C=C2)Cl)=O (3-fluoro-5-phenyl-7-chloro-2,3-dihydro-1H-1,4-benzodiazepin-2-one). Reaction SMILES: Br[CH:2]([F:21])[C:3]([NH:5][C:6]1[CH:19]=[CH:18][C:17]([Cl:20])=[CH:16][C:7]=1[C:8]([C:10]1[CH:15]=[CH:14][CH:13]=[CH:12][CH:11]=1)=O)=[O:4].[NH2:22]C1C=CC(Cl)=CC=1C(C1C=CC=CC=1)=O.BrC(F)C(Br)=O.N>CCOCC>[F:21][CH:2]1[N:22]=[C:8]([C:10]2[CH:15]=[CH:14][CH:13]=[CH:12][CH:11]=2)[C:7]2[CH:16]=[C:17]([Cl:20])[CH:18]=[CH:19][C:6]=2[NH:5][C:3]1=[O:4]. Reported procedure: A solution of 3.71 g. of 2-(α-bromo-α-fluoro-acetamido)-5-chlorobenzophenone, obtainable from 2-amino-5-chlorobenzophenone and α-bromo-α-fluoroacetyl bromide, in 100 ml. of ether and 60 ml. of 13% methanolic NH3 is allowed to stand for 18 hours at 20° and is evaporated. Working up in the customary manner, using water/methylene chloride, gives 3-fluoro-5-phenyl-7-chloro-2,3-dihydro-1H-1,4-benzodiazepin-2-one. Starting materials: COc1cc(C=Cc2ccccc2)cc(OC)c1Br, CCI, C1CCOC1, O. Yields the product CCc1c(OC)cc(C=Cc2ccccc2)cc1OC. Reaction SMILES: [Br:1][c:2]1[c:3]([O:18][CH3:19])[cH:4][c:5]([CH:10]=[CH:11][c:12]2[cH:13][cH:14][cH:15][cH:16][cH:17]2)[cH:6][c:7]1[O:8][CH3:9].[CH2:20]([CH3:21])[I:22].[CH2:24]1[O:25][CH2:26][CH2:27][CH2:28]1.[OH2:23]>>[c:2]1([CH2:20][CH3:21])[c:3]([O:18][CH3:19])[cH:4][c:5]([CH:10]=[CH:11][c:12]2[cH:13][cH:14][cH:15][cH:16][cH:17]2)[cH:6][c:7]1[O:8][CH3:9]. Procedure: A solution of 5-nitrooxindole (400 mg, 2.2 mmol) in THF (4 ml) was added to sodium hydride (89 mg, 3.7 mmol, prewashed with THF) in THF (4 ml). The mixture was stirred for 30 minutes at ambient temperature and a solution of 4-chloro-6-methoxy-7-(2-methoxyethoxy)quinazoline (200 mg, 0.75 mmol), (prepared as described for the starting material in Example 2), in THF (3 ml) and DMF (1 ml) was added dropwise. The mixture was stirred for 1 hour at ambient temperature, followed by 1.5 hours at 70° C. T... Run at time 30 minute. Isolated yield 51.6%. Run in C1CCOC1 (THF), C1CCOC1 (THF), C1CCOC1 (THF). Product: Cl.COC=1C=C2C(=NC=NC2=CC1OCCOC)C1C(NC2=CC=C(C=C12)[N+](=O)[O-])=O (6-methoxy-7-(2-methoxyethoxy)-4-(5-nitrooxindol-3-yl)quinazoline hydrochloride). Reaction SMILES: [N+:1]([C:4]1[CH:5]=[C:6]2[C:10](=[CH:11][CH:12]=1)[NH:9][C:8](=[O:13])[CH2:7]2)([O-:3])=[O:2].[H-].[Na+].[Cl:16][C:17]1[C:26]2[C:21](=[CH:22][C:23]([O:29][CH2:30][CH2:31][O:32][CH3:33])=[C:24]([O:27][CH3:28])[CH:25]=2)[N:20]=[CH:19][N:18]=1.CN(C=O)C>C1COCC1>[ClH:16].[CH3:28][O:27][C:24]1[CH:25]=[C:26]2[C:21](=[CH:22][C:23]=1[O:29][CH2:30][CH2:31][O:32][CH3:33])[N:20]=[CH:19][N:18]=[C:17]2[CH:7]1[C:6]2[C:10](=[CH:11][CH:12]=[C:4]([N+:1]([O-:3])=[O:2])[CH:5]=2)[NH:9][C:8]1=[O:13] |f:1.2,6.7|. The reactants are [N+](=O)([O-])C=1C=C2CC(NC2=CC1)=O (5-nitrooxindole), [H-].[Na+] (sodium hydride), CN(C)C=O (DMF), ClC1=NC=NC2=CC(=C(C=C12)OC)OCCOC (4-chloro-6-methoxy-7-(2-methoxyethoxy)quinazoline).